From a dataset of the Open Reaction Database (ORD), a public repository of structured organic reaction records. describe an organic reaction: reactants, conditions, products, and yield Starting materials: FC1=C(C=CC(=C1)F)C=1C=C(C(N(N1)CC(C)C)=O)COS(=O)(=O)C (6-(2,4-difluorophenyl)-2-isobutyl-4-methanesulfonyloxymethyl-2H-pyridazin-3-one), N1(CCNCC1)C(=O)OC(C)(C)C (tert-butyl 1-piperazinecarboxylate). Yields the product C(C)(C)(C)OC(=O)N1CCN(CC1)CC=1C(N(N=C(C1)C1=C(C=C(C=C1)F)F)CC(C)C)=O (4-(4-tert-butoxycarbonyl-1-piperazinyl)methyl-6-(2,4-difluorophenyl)-2-isobutyl-2H-pyridazin-3-one), oil. Yield: 97.5%. Reported procedure: Following the procedure of Example 1(10), 6-(2,4-difluorophenyl)-2-isobutyl-4-methanesulfonyloxymethyl-2H-pyridazin-3-one and tert-butyl 1-piperazinecarboxylate were reacted to yield the title compound as a slightly yellow oil (yield: 97.5%). As a reaction SMILES: [F:1][C:2]1[CH:7]=[C:6]([F:8])[CH:5]=[CH:4][C:3]=1[C:9]1[CH:10]=[C:11]([CH2:20]OS(C)(=O)=O)[C:12](=[O:19])[N:13]([CH2:15][CH:16]([CH3:18])[CH3:17])[N:14]=1.[N:26]1([C:32]([O:34][C:35]([CH3:38])([CH3:37])[CH3:36])=[O:33])[CH2:31][CH2:30][NH:29][CH2:28][CH2:27]1>>[C:35]([O:34][C:32]([N:26]1[CH2:31][CH2:30][N:29]([CH2:20][C:11]2[C:12](=[O:19])[N:13]([CH2:15][CH:16]([CH3:17])[CH3:18])[N:14]=[C:9]([C:3]3[CH:4]=[CH:5][C:6]([F:8])=[CH:7][C:2]=3[F:1])[CH:10]=2)[CH2:28][CH2:27]1)=[O:33])([CH3:38])([CH3:36])[CH3:37]. The reactants are [Na+].C(C(C)C)C1=CC=C(C=C1)C(C(=O)[O-])C (2-(p-isobutylphenyl)propionic acid sodium salt), CN(C)CCCl (dimethylaminoethyl chloride). Run in C1=CC=CC=C1 (benzene). Product: CN(C)CCOC(C(C)C1=CC=C(C=C1)CC(C)C)=O (2-(p-isobutylphenyl)propionic acid dimethylaminoethyl ester). The yield is 87.3%. Reaction SMILES: [Na+].[CH2:2]([C:6]1[CH:11]=[CH:10][C:9]([CH:12]([CH3:16])[C:13]([O-:15])=[O:14])=[CH:8][CH:7]=1)[CH:3]([CH3:5])[CH3:4].[CH3:17][N:18]([CH2:20][CH2:21]Cl)[CH3:19]>C1C=CC=CC=1>[CH3:17][N:18]([CH2:20][CH2:21][O:14][C:13](=[O:15])[CH:12]([C:9]1[CH:8]=[CH:7][C:6]([CH2:2][CH:3]([CH3:5])[CH3:4])=[CH:11][CH:10]=1)[CH3:16])[CH3:19] |f:0.1|. Reported procedure: A mixture of 3.3 g of 2-(p-isobutylphenyl)propionic acid sodium salt, 2.3 g of dimethylaminoethyl chloride and 30 ml of benzene was refluxed for 12 hours. A solid mass produced was filtered off, and the benzene was distilled away from the filtrate under reduced pressure to leave an oily residue. This redidue was distilled under reduced pressure to give 3.5 g of 2-(p-isobutylphenyl)propionic acid dimethylaminoethyl ester as a colorless oil, boiling at 133°-136° C./1 mmHg. Analysis-Calculated for ...